Dataset: the Open Reaction Database (ORD), a public repository of structured organic reaction records. Task: describe an organic reaction: reactants, conditions, products, and yield The reactants are C(C1=CC=CC=C1)OC1=C(OC=C(C1=O)Br)C(=O)OC (methyl 3-benzyloxy-5-bromo-4-oxo-4H-pyran-2-carboxylate), S1C(=NC=C1)[Sn](CCCC)(CCCC)CCCC ((2-thiazolyl)tributyltin). Reagents/catalysts: C=1C=CC(=CC1)[P](C=2C=CC=CC2)(C=3C=CC=CC3)[Pd]([P](C=4C=CC=CC4)(C=5C=CC=CC5)C=6C=CC=CC6)([P](C=7C=CC=CC7)(C=8C=CC=CC8)C=9C=CC=CC9)[P](C=1C=CC=CC1)(C=1C=CC=CC1)C=1C=CC=CC1 (tetrakis(triphenylphosphine)palladium(0)). Run in O1CCOCC1 (dioxane). Reaction conditions: temperature 100 celsius, time 1.5 hour. The product is C(C1=CC=CC=C1)OC1=C(OC=C(C1=O)C=1SC=CN1)C(=O)OC (methyl 3-benzyloxy-4-oxo-5-(thiazol-2-yl)-4H-pyran-2-carboxylate). Yield: 63.1%. As a reaction SMILES: [CH2:1]([O:8][C:9]1[C:14](=[O:15])[C:13](Br)=[CH:12][O:11][C:10]=1[C:17]([O:19][CH3:20])=[O:18])[C:2]1[CH:7]=[CH:6][CH:5]=[CH:4][CH:3]=1.[S:21]1[CH:25]=[CH:24][N:23]=[C:22]1[Sn](CCCC)(CCCC)CCCC>O1CCOCC1.C1C=CC([P]([Pd]([P](C2C=CC=CC=2)(C2C=CC=CC=2)C2C=CC=CC=2)([P](C2C=CC=CC=2)(C2C=CC=CC=2)C2C=CC=CC=2)[P](C2C=CC=CC=2)(C2C=CC=CC=2)C2C=CC=CC=2)(C2C=CC=CC=2)C2C=CC=CC=2)=CC=1>[CH2:1]([O:8][C:9]1[C:14](=[O:15])[C:13]([C:22]2[S:21][CH:25]=[CH:24][N:23]=2)=[CH:12][O:11][C:10]=1[C:17]([O:19][CH3:20])=[O:18])[C:2]1[CH:7]=[CH:6][CH:5]=[CH:4][CH:3]=1 |^1:48,50,69,88|. Reported procedure: To a solution of methyl 3-benzyloxy-5-bromo-4-oxo-4H-pyran-2-carboxylate (2.3 g) in dioxane (25 ml) were added tetrakis(triphenylphosphine)palladium(0) (1.57 g) and (2-thiazolyl)tributyltin (5.08 g) under an argon stream, and the mixture was stirred at 100° C. for 1.5 hr. The obtained reaction mixture was concentrated, and subsequently purified by silica gel column chromatography (ethyl acetate:hexane=1:4–1:2) to give methyl 3-benzyloxy-4-oxo-5-(thiazol-2-yl)-4H-pyran-2-carboxylate (1.47 g). The reactants are C(C)(=O)O (acetic acid), C(#N)C1=CC(=C(C=C1)C1C(NC(N1)=O)=O)SCCC1=CC=CC=C1 (5-(4-cyano-2-(2-phenylethylthio)phenyl)hydantoin), [OH-].[Na+] (sodium hydroxide), Cl (hydrochloric acid). The product is NC(C(=O)O)C1=C(C=C(C=C1)C(=O)O)SCCC1=CC=CC=C1 (2-Amino-2-(4-carboxy-2-[(2-phenylethyl)thio]phenyl)acetic acid). As a reaction SMILES: C(C1[CH:8]=[CH:7][C:6]([CH:9]2[NH:13]C(=O)N[C:10]2=[O:15])=[C:5]([S:16][CH2:17][CH2:18][C:19]2[CH:24]=[CH:23][CH:22]=[CH:21][CH:20]=2)[CH:4]=1)#N.[OH-:25].[Na+].Cl.[C:28]([OH:31])(=[O:30])[CH3:29]>>[NH2:13][CH:9]([C:6]1[CH:7]=[CH:8][C:29]([C:28]([OH:31])=[O:30])=[CH:4][C:5]=1[S:16][CH2:17][CH2:18][C:19]1[CH:20]=[CH:21][CH:22]=[CH:23][CH:24]=1)[C:10]([OH:15])=[O:25] |f:1.2|. Procedure details: A stirred solution of 5-(4-cyano-2-(2-phenylethylthio)phenyl)hydantoin (1.20 g, 3.56 mmol) in 2M sodium hydroxide (10 ml, 20 mmol) was heated under reflux for 72 hours. The cooled solution was acidified with 5M hydrochloric acid (2 ml, 20 mmol), then with acetic acid (1 ml) to pH~4. The pale solid was filtered (0.9 g), washed with CHCl3 (10 ml) and redissolved in water (10 ml) and 0.880 ammonia solution (0.1 ml). The solution was acidified with acetic acid (0.4 ml) to precipitate a fine solid th... Reactants: O=C1CC2CCC(C1)N2C(=O)OC(C)(C)C (tert-Butyl 3-oxo-8-azabicyclo[3.2.1]octane-8-carboxylate), C1(=CC=C(C=C1)S(=O)(=O)C[N+]#[C-])C (p-toluenesulfonylmethylisocyanide), CC(C)([O-])C.[K+] (potassium tert-butoxide), C(C)O (ethanol). Run in COCCOC (1,2-dimethoxyethane). Yields the product C(#N)C1CC2CCC(C1)N2C(=O)OC(C)(C)C (tert-butyl 3-cyano-8-azabicyclo[3.2.1]octane-8-carboxylate). RXN SMILES: O=[C:2]1[CH2:8][CH:7]2[N:9]([C:10]([O:12][C:13]([CH3:16])([CH3:15])[CH3:14])=[O:11])[CH:4]([CH2:5][CH2:6]2)[CH2:3]1.C1(C)C=CC(S([CH2:26][N+:27]#[C-])(=O)=O)=CC=1.CC(C)([O-])C.[K+].C(O)C>COCCOC>[C:26]([CH:2]1[CH2:8][CH:7]2[N:9]([C:10]([O:12][C:13]([CH3:16])([CH3:15])[CH3:14])=[O:11])[CH:4]([CH2:5][CH2:6]2)[CH2:3]1)#[N:27] |f:2.3|. Procedure: tert-Butyl 3-oxo-8-azabicyclo[3.2.1]octane-8-carboxylate was reacted in the presence of p-toluenesulfonylmethylisocyanide, potassium tert-butoxide and ethanol in 1,2-dimethoxyethane to produce tert-butyl 3-cyano-8-azabicyclo[3.2.1]octane-8-carboxylate. Starting materials: C(C)OC(C=C(C)C1=C(C=C(C=C1)N(CC)CC)O)=O (3-(4-diethylamino-2-hydroxy-phenyl)-but-2-enoic acid ethyl ester), CC(CCO)CCC1=CC=CC=C1 (3-methyl-5-phenyl-pentanol), tetraisopropyl-o-titanate, CC(CCOC(C=C(C)C1=C(C=C(C=C1)N(CC)CC)O)=O)CCC1=CC=CC=C1 (3-(4-diethylamino-2-hydroxy-phenyl)-but-2-enoic acid 3-methyl-5-phenyl-pentyl ester). The product is CC(CCOC(\C=C(/C)\C1=C(C=C(C=C1)N(CC)CC)O)=O)CCC1=CC=CC=C1 ((E)-3-(4-Diethylamino-2-hydroxy-phenyl)-but-2-enoic acid 3-methyl-5-phenyl-pentyl ester). As a reaction SMILES: [CH3:1][CH:2]([CH2:23][CH2:24][C:25]1[CH:30]=[CH:29][CH:28]=[CH:27][CH:26]=1)[CH2:3][CH2:4][O:5][C:6](=[O:22])[CH:7]=[C:8]([C:10]1[CH:15]=[CH:14][C:13]([N:16]([CH2:19][CH3:20])[CH2:17][CH3:18])=[CH:12][C:11]=1[OH:21])[CH3:9].C(OC(=O)C=C(C1C=CC(N(CC)CC)=CC=1O)C)C.CC(CCC1C=CC=CC=1)CCO>>[CH3:1][CH:2]([CH2:23][CH2:24][C:25]1[CH:30]=[CH:29][CH:28]=[CH:27][CH:26]=1)[CH2:3][CH2:4][O:5][C:6](=[O:22])/[CH:7]=[C:8](/[C:10]1[CH:15]=[CH:14][C:13]([N:16]([CH2:17][CH3:18])[CH2:19][CH3:20])=[CH:12][C:11]=1[OH:21])\[CH3:9]. Procedure: According to the same procedure, 3-(4-diethylamino-2-hydroxy-phenyl)-but-2-enoic acid 3-methyl-5-phenyl-pentyl ester was prepared from 3-(4-diethylamino-2-hydroxy-phenyl)-but-2-enoic acid ethyl ester, 3-methyl-5-phenyl-pentanol and tetraisopropyl-o-titanate. Reactants: CC(=O)N1CC2CNCC(C1)O2, COC1=C(C=C(C=C1)Br)[N+](=O)[O-]. Reagents/catalysts: [O-]P(=O)([O-])[O-].[K+].[K+].[K+], C1CCC(CC1)P(C2CCCCC2)C3=CC=CC=C3C4=CC=CC=C4, CC(=O)O.CC(=O)O.[Pd]. Reported procedure: 1-(9-oxa-3,7-diazabicyclo[3.3.1]nonan-3-yl)ethanone (36.3 mg, 0.21 mmol), 4-bromo-1-methoxy-2-nitrobenzene (45 mg, 0.19 mmol), diacetoxypalladium (4.35 mg, 0.02 mmol), biphenyl-2-yldicyclohexylphosphine (10.88 mg, 0.03 mmol) and potassium phosphate (61.8 mg, 0.29 mmol) in DME (0.5 mL) were degassed with nitrogen and stirred at 80 °C overnight => _no product formed, degradation_  **_ABANDONED_** The solvent is COCCOC. Product: CC(=O)N1CC2CN(CC(C1)O2)C3=CC(=C(C=C3)OC)[N+](=O)[O-]. Isolated yield 0.0%. Conditions: temperature 80 celsius. RXN SMILES: [CH:1]1([NH2:4])[CH2:3][CH2:2]1.C(=O)(O)[O-].[Na+].Br[CH2:11][C:12]([O:14][C:15]([CH3:18])([CH3:17])[CH3:16])=[O:13]>C(O)C>[C:15]([O:14][C:12](=[O:13])[CH2:11][NH:4][CH:1]1[CH2:3][CH2:2]1)([CH3:18])([CH3:17])[CH3:16] |f:1.2|. Run at time 30 minute. The product is C(C)(C)(C)OC(CNC1CC1)=O (N-(Cyclopropyl)glycine t-butyl ester). Reported procedure: Cyclopropylamine (19.5 g, 0.342 mol) was placed in a pressure bottle and ethanol (100 ml.) was added. The resulting solution was cooled in an ice bath and sodium bicarbonate (8.5 g, 0.101 mol) and t-butyl bromoacetate (15.5 g, 0.0795 mol) was added. The flask was stoppered and the contents of the flask were stirred for 30 minutes with external cooling (ice bath) and then at room temperature overnight. Most of the solvent was removed on a rotary evaporator and water was added to the residue. The ... Reactants: C1(CC1)N (Cyclopropylamine), C([O-])(O)=O.[Na+] (sodium bicarbonate), BrCC(=O)OC(C)(C)C (t-butyl bromoacetate). The solvent is C(C)O (ethanol). Isolated yield 91.8%. The reactants are OC1=CC=C2CCC(CC2=C1)NC(OC(C)(C)C)=O (tert-butyl (7-hydroxy-1,2,3,4-tetrahydronaphthalen-2-yl)carbamate), [N+](=O)([O-])C1=CC(=NC=C1)NC(=O)C1CC1 (N-(4-nitropyridin-2-yl)cyclopropanecarboxamide), C([O-])([O-])=O.[Cs+].[Cs+] (cesium carbonate). The solvent is CN(C)C=O (DMF). Conditions: temperature 65 celsius, time 8 hour. Product: C1(CC1)C(=O)NC1=NC=CC(=C1)OC1=CC=C2CCC(CC2=C1)NC(OC(C)(C)C)=O (tert-butyl [7-({2-[(cyclopropylcarbonyl)amino]pyridin-4-yl}oxy)-1,2,3,4-tetrahydronaphthalen-2-yl]carbamate). As a reaction SMILES: [OH:1][C:2]1[CH:11]=[C:10]2[C:5]([CH2:6][CH2:7][CH:8]([NH:12][C:13](=[O:19])[O:14][C:15]([CH3:18])([CH3:17])[CH3:16])[CH2:9]2)=[CH:4][CH:3]=1.[N+]([C:23]1[CH:28]=[CH:27][N:26]=[C:25]([NH:29][C:30]([CH:32]2[CH2:34][CH2:33]2)=[O:31])[CH:24]=1)([O-])=O.C(=O)([O-])[O-].[Cs+].[Cs+]>CN(C=O)C>[CH:32]1([C:30]([NH:29][C:25]2[CH:24]=[C:23]([O:1][C:2]3[CH:11]=[C:10]4[C:5]([CH2:6][CH2:7][CH:8]([NH:12][C:13](=[O:19])[O:14][C:15]([CH3:16])([CH3:18])[CH3:17])[CH2:9]4)=[CH:4][CH:3]=3)[CH:28]=[CH:27][N:26]=2)=[O:31])[CH2:33][CH2:34]1 |f:2.3.4|. Reported procedure: A mixture of tert-butyl (7-hydroxy-1,2,3,4-tetrahydronaphthalen-2-yl)carbamate (2.07 g, 0.00707 mol), N-(4-nitropyridin-2-yl)cyclopropanecarboxamide (1.46 g, 0.00707 mol) and cesium carbonate (6.92 g, 0.0212 mol) in DMF was heated with stirring at 65° C. overnight. The reaction mixture was extracted with EtOAc. The organic solution was washed with water and brine, dried over MgSO4, filtered, and concentrated. The residue was purified by column chromatography to tert-butyl [7-({2-[(cyclopropylcar... The reactants are COC(=O)C=1C=C2C(=NC1)N(C(=C2)C(CC2CCCC2)O)S(=O)(=O)C2=CC=CC=C2 (1-benzenesulfonyl-2-(2-cyclopentyl-1-hydroxy-ethyl)-1H-pyrrolo[2,3-b]pyridin-5-carboxylic acid methyl ester), CC(=O)OI1(C=2C=CC=CC2C(=O)O1)(OC(=O)C)OC(=O)C (Dess-Martin periodinane), ClCCl (dichloromethane). Run at temperature 25 celsius, time 1 hour. The product is COC(=O)C=1C=C2C(=NC1)N(C(=C2)C(CC2CCCC2)=O)S(=O)(=O)C2=CC=CC=C2 (1-benzenesulfonyl-2-(2-cyclopentyl-acetyl)-1H-pyrrolo[2,3-b]pyridin-5-carboxylic acid methyl ester). Yield: 92.4%. Reaction SMILES: [CH3:1][O:2][C:3]([C:5]1[CH:6]=[C:7]2[CH:13]=[C:12]([CH:14]([OH:21])[CH2:15][CH:16]3[CH2:20][CH2:19][CH2:18][CH2:17]3)[N:11]([S:22]([C:25]3[CH:30]=[CH:29][CH:28]=[CH:27][CH:26]=3)(=[O:24])=[O:23])[C:8]2=[N:9][CH:10]=1)=[O:4].CC(OI1(OC(C)=O)(OC(C)=O)OC(=O)C2C=CC=CC1=2)=O.ClCCl>>[CH3:1][O:2][C:3]([C:5]1[CH:6]=[C:7]2[CH:13]=[C:12]([C:14](=[O:21])[CH2:15][CH:16]3[CH2:20][CH2:19][CH2:18][CH2:17]3)[N:11]([S:22]([C:25]3[CH:26]=[CH:27][CH:28]=[CH:29][CH:30]=3)(=[O:23])=[O:24])[C:8]2=[N:9][CH:10]=1)=[O:4]. Procedure: To a 25 mL round bottomed flask charged with 1-benzenesulfonyl-2-(2-cyclopentyl-1-hydroxy-ethyl)-1H-pyrrolo[2,3-b]pyridin-5-carboxylic acid methyl ester (730 mg, 1.7 mmol) was added a solution of Dess-Martin periodinane in dichloromethane (0.3M, 12 mL, 3.6 mmol) at 25° C. The reaction mixture was stirred at 25° C. for 1 h and then quenched with a saturated aqueous sodium bicarbonate solution (10 mL). The mixture was extracted with ethyl acetate (100 mL), washed with a saturated aqueous sodium bi... The reactants are C(C)(C)(C)OC(N(CC1=CC(=CC=C1)I)CCC1=C(C=CC=C1Cl)Cl)=O ([2-(2,6-Dichloro-phenyl)-ethyl]-(3-iodo-benzyl)-carbamic acid tert-butyl ester), C[O-].C(CCC)[Sn+](CCCC)CCCC (tributyltin methoxide), C(C)(=O)OC=CC(C)=C (isoprenyl acetate), C1(=C(C=CC=C1)P(C1=C(C=CC=C1)C)C1=C(C=CC=C1)C)C (tri-o-tolylphosphine). The solvent is C1(=CC=CC=C1)C (toluene). Conditions: temperature 100 celsius, time 18 hour. Product: C(C)(C)(C)OC(N(CC1=CC(=CC=C1)CC(C)=O)CCC1=C(C=CC=C1Cl)Cl)=O ([2-(2,6-Dichloro-phenyl)-ethyl]-[3-(2-oxo-propyl)-benzyl]-carbamic acid tert-butyl ester). RXN SMILES: [C:1]([O:5][C:6](=[O:26])[N:7]([CH2:16][CH2:17][C:18]1[C:23]([Cl:24])=[CH:22][CH:21]=[CH:20][C:19]=1[Cl:25])[CH2:8][C:9]1[CH:14]=[CH:13][CH:12]=[C:11](I)[CH:10]=1)([CH3:4])([CH3:3])[CH3:2].C[O-].[CH2:29]([Sn+](CCCC)CCCC)[CH2:30][CH2:31]C.C(OC=CC(=C)C)(=[O:44])C.C1(C)C=CC=CC=1P(C1C=CC=CC=1C)C1C=CC=CC=1C>C1(C)C=CC=CC=1>[C:1]([O:5][C:6](=[O:26])[N:7]([CH2:16][CH2:17][C:18]1[C:23]([Cl:24])=[CH:22][CH:21]=[CH:20][C:19]=1[Cl:25])[CH2:8][C:9]1[CH:14]=[CH:13][CH:12]=[C:11]([CH2:29][C:30](=[O:44])[CH3:31])[CH:10]=1)([CH3:4])([CH3:3])[CH3:2] |f:1.2|. Reported procedure: [2-(2,6-Dichloro-phenyl)-ethyl]-(3-iodo-benzyl)-carbamic acid tert-butyl ester (Example 14, step b) (500 mg), tributyltin methoxide (350 μL), isoprenyl acetate (170 μL), tri-o-tolylphosphine (30 mg) and toluene (20 mL) were charged to a flask and the solution degassed with nitrogen for 5 minutes. Palladium acetate (10 mg) was added and the resultant mixture heated to 100° C., under nitrogen, for 3 hours. On cooling, potassium fluoride (580 mg) in water (3 mL) was added, stir at room temperature ... The reactants are C1(=CC=CC=C1)N=C=O (phenyl isocyanate), CCCCCC (hexane), [Li]CCCC (BuLi), BrC1=NC(=CC(=C1)OC)OC1=CC(=CC=C1)OC(F)(F)F (2-bromo-4-methoxy-6-{3-(trifluoromethoxy)phenoxy} pyridine). Solvent: C(C)OCC (diethyl ether), C(C)OCC (diethyl ether). Reaction conditions: time 10 minute. Yields the product C1(=CC=CC=C1)NC(=O)C1=NC(=CC(=C1)OC)OC1=CC(=CC=C1)OC(F)(F)F (N-phenyl-4-methoxy-6-{3-(trifluoromethoxy)phenoxy}-2-pyridine carboxamide). RXN SMILES: Br[C:2]1[CH:7]=[C:6]([O:8][CH3:9])[CH:5]=[C:4]([O:10][C:11]2[CH:16]=[CH:15][CH:14]=[C:13]([O:17][C:18]([F:21])([F:20])[F:19])[CH:12]=2)[N:3]=1.CCCCCC.[Li]CCCC.[C:33]1([N:39]=[C:40]=[O:41])[CH:38]=[CH:37][CH:36]=[CH:35][CH:34]=1>C(OCC)C>[C:33]1([NH:39][C:40]([C:2]2[CH:7]=[C:6]([O:8][CH3:9])[CH:5]=[C:4]([O:10][C:11]3[CH:16]=[CH:15][CH:14]=[C:13]([O:17][C:18]([F:21])([F:20])[F:19])[CH:12]=3)[N:3]=2)=[O:41])[CH:38]=[CH:37][CH:36]=[CH:35][CH:34]=1. Reported procedure: 1.0 g (0.0027 mol) of 2-bromo-4-methoxy-6-{3-(trifluoromethoxy)phenoxy} pyridine was dissolved in about 15 ml of diethyl ether. The obtained solution was cooled in a dry ice-acetone bath in an argon atmosphere and mixed with 2.6 ml of a 1.6M-hexane solution of BuLi (0.0027×1.5 mol), followed by stirring for about 10 minutes. After 0.74 g (0.0027×2.3 mol) of phenyl isocyanate dissolved in about 5 ml of diethyl ether was added to the reaction solution, the obtained solution was removed from the ba...